From a dataset of the Open Reaction Database (ORD), a public repository of structured organic reaction records. describe an organic reaction: reactants, conditions, products, and yield Reactants: C(C)(C)(C)OC(=O)N1[C@@H]([C@H](CC1)O[Si](C)(C)C(C)(C)C)C=O ((2S,3S)—N-tert-Butyloxycarbonyl-3-(tert-butyldimethylsilanyloxy)-2-formylpyrrolidine), C[Mg+].[Br-] (MeMgBr), CCOC(=O)C.CCCCCC (EtOAc hexane). Conditions: temperature -78 celsius, time 3 hour. The solvent is C1CCOC1 (THF). Reaction SMILES: [C:1]([O:5][C:6]([N:8]1[CH2:12][CH2:11][C@H:10]([O:13][Si:14]([C:17]([CH3:20])([CH3:19])[CH3:18])([CH3:16])[CH3:15])[C@H:9]1[CH:21]=[O:22])=[O:7])([CH3:4])([CH3:3])[CH3:2].C[Mg+].[Br-].[CH3:26]COC(C)=O.CCCCCC>C1COCC1>[C:1]([O:5][C:6]([N:8]1[CH2:12][CH2:11][C@H:10]([O:13][Si:14]([C:17]([CH3:20])([CH3:19])[CH3:18])([CH3:16])[CH3:15])[C@@H:9]1[C@H:21]([OH:22])[CH3:26])=[O:7])([CH3:4])([CH3:3])[CH3:2] |f:1.2,3.4|. The product is 80A-a, C(C)(C)(C)OC(=O)N1[C@H]([C@H](CC1)O[Si](C)(C)C(C)(C)C)[C@@H](C)O ((2S,3S)—N-tert-Butyloxycarbonyl-3-(tert-butyldimethylsilanyloxy)-2-((1R)-1-hydroxyethyl)pyrrolidine). Reported procedure: To a solution of intermediate (2S,3S)—N-tert-Butyloxycarbonyl-3-(tert-butyldimethylsilanyloxy)-2-formylpyrrolidine (4.7 g, 14.26 mmol) in THF (70 mL) at −78° C. was added dropwise MeMgBr (3.0 M in THF, 23.8 mmol). The reaction was stirred at −78° C. for 3 h and TLC (20% EtOAc/hexane) showed complete reaction. The reaction was quenched by the addition of HOAc (5.0 mL) at −78° C., warmed to rt and diluted with EtOAc (20 mL). The organic layer was separated and the aqueous layer was extracted with ... Run in C1(=CC=CC=C1)C (toluene). Reactants: CC1=CC=C(C=C1)C1=C(C#N)C=CC=C1 (2-(4-methylphenyl)benzonitrile), C(CCCCCCCCCCC)[Sn](CCCCCCCCCCCC)(CCCCCCCCCCCC)N=[N+]=[N-] (tridodecyltin azide). Yields the product CC1=CC=C(C=C1)C2=CC=CC=C2C3=NNN=N3 (5-[2-(4'-methylbiphenyl)]tetrazole). Procedure details: A mixture of 1.50 g of 2-(4-methylphenyl)benzonitrile, 19.5 g of tridodecyltin azide (tri-n-dodecyltin azide) and 7 ml of toluene was stirred for 37.5 hours at 120° C. The reaction mixture was, after cooling, concentrated, and there were added 18 ml of ethanol, 1 ml of methylene chloride and 2.4 g of sodium nitrite dissolved in 9 ml of water, whose pH was adjusted at 3.4 with conc. hydrochloric acid. To the mixture were added 2 ml of ethyl acetate and 100 ml of hexane. Insolubles were filtered o... RXN SMILES: [CH3:1][C:2]1[CH:7]=[CH:6][C:5]([C:8]2[CH:15]=[CH:14][CH:13]=[CH:12][C:9]=2[C:10]#[N:11])=[CH:4][CH:3]=1.C([Sn]([N:53]=[N+:54]=[N-:55])(CCCCCCCCCCCC)CCCCCCCCCCCC)CCCCCCCCCCC>C1(C)C=CC=CC=1>[CH3:1][C:2]1[CH:3]=[CH:4][C:5]([C:8]2[C:9]([C:10]3[N:55]=[N:54][NH:53][N:11]=3)=[CH:12][CH:13]=[CH:14][CH:15]=2)=[CH:6][CH:7]=1. Yield: 82.3%. Reaction conditions: temperature 120 celsius, time 37.5 hour. The reactants are SCCCCS (HS(CH2)4SH), [H-].[Na+] (NaH), oil, BrCCP(=O)(OCC)OCC (BrCH2CH2P(O)(OC2H5)2). The solvent is CCCCCC (hexane). Conditions: temperature 0 celsius. Product: compound 2, C(=C)P(OCC)(OCC)=O (diethyl vinylphosphonate). Isolated yield 90.0%. RXN SMILES: [H-].[Na+].SCCCCS.Br[CH2:10][CH2:11][P:12]([O:17][CH2:18][CH3:19])([O:14][CH2:15][CH3:16])=[O:13]>CCCCCC>[CH:11]([P:12](=[O:13])([O:17][CH2:18][CH3:19])[O:14][CH2:15][CH3:16])=[CH2:10] |f:0.1|. Procedure details: A sample of 60% NaH in mineral oil (188 mmol) was placed in a 2-neck round bottom flask and charged with dry hexane (20 mL). This solution was allowed to stir ten minutes, after which the hexane-mineral oil layer was removed by syringe. The flask was charged with dry tetrahydrofuran (100 mL), followed by dropwise addition of HS(CH2)4SH (82 mmol) with constant stirring. The resulting solution was cooled at 0° C. and BrCH2CH2P(O)(OC2H5)2 (164 mmol) was added dropwise with constant stirring over a ...